From a dataset of the Open Reaction Database (ORD), a public repository of structured organic reaction records. describe an organic reaction: reactants, conditions, products, and yield Reactants: C1(CCCC1)N(C(C1=CC=C(C=C1)Br)=O)C1CCCCC1 (p-bromobenzoic acid N-cyclopentyl-N-cyclohexyl amide), COC=1C=C(C=CC1OC)O (3,4-dimethoxy phenol), cuprous oxide. The solvent is N1=C(C=C(C=C1C)C)C (2,4,6-collidine). Yields the product C1(CCCCC1)N(C(C1=CC=C(C=C1)OC1=CC(=C(C=C1)OC)OC)=O)C1CCCC1 (N-cyclohexyl-N-cyclopentyl-4-(3,4-dimethoxyphenoxy)benzamide). RXN SMILES: [CH:1]1([N:6]([CH:16]2[CH2:21][CH2:20][CH2:19][CH2:18][CH2:17]2)[C:7](=[O:15])[C:8]2[CH:13]=[CH:12][C:11](Br)=[CH:10][CH:9]=2)[CH2:5][CH2:4][CH2:3][CH2:2]1.[CH3:22][O:23][C:24]1[CH:25]=[C:26]([OH:32])[CH:27]=[CH:28][C:29]=1[O:30][CH3:31]>N1C(C)=CC(C)=CC=1C>[CH:16]1([N:6]([CH:1]2[CH2:5][CH2:4][CH2:3][CH2:2]2)[C:7](=[O:15])[C:8]2[CH:13]=[CH:12][C:11]([O:32][C:26]3[CH:27]=[CH:28][C:29]([O:30][CH3:31])=[C:24]([O:23][CH3:22])[CH:25]=3)=[CH:10][CH:9]=2)[CH2:21][CH2:20][CH2:19][CH2:18][CH2:17]1. Reported procedure: The reaction and workup were carried out in the same manner as described in Example 1 using p-bromobenzoic acid N-cyclopentyl-N-cyclohexyl amide (2.350 g, 6.71 mmol), 3,4-dimethoxy phenol (1.051 g, 6.81mmol) and cuprous oxide (478 mg, 3.34 mmol) in 2,4,6-collidine (15 ml). The crude product was chromatographed on silica gel using mixtures of ethyl acetate and hexane as eluents to give the title compound as a crystalline solid that could be recrystallized from ethyl acetate and hexane, m. pt. 153... Reactants: ClC1=C(C(=CC=C1)Cl)C=1NC2=CC(=CC=C2C1)C(=O)OC (methyl 2-(2,6-dichlorophenyl)-1H-indole-6-carboxylate), [OH-].[Na+] (NaOH), Cl (HCl). Run in C(C)(=O)OCC (ethyl acetate), C(C)O (ethanol). Conditions: temperature 80 celsius. The product is ClC1=C(C(=CC=C1)Cl)C=1NC2=CC(=CC=C2C1)C(=O)O (2-(2,6-dichlorophenyl)-1H-indole-6-carboxylic acid). Reaction SMILES: [Cl:1][C:2]1[CH:7]=[CH:6][CH:5]=[C:4]([Cl:8])[C:3]=1[C:9]1[NH:10][C:11]2[C:16]([CH:17]=1)=[CH:15][CH:14]=[C:13]([C:18]([O:20]C)=[O:19])[CH:12]=2.[OH-].[Na+].Cl>C(O)C.C(OCC)(=O)C>[Cl:1][C:2]1[CH:7]=[CH:6][CH:5]=[C:4]([Cl:8])[C:3]=1[C:9]1[NH:10][C:11]2[C:16]([CH:17]=1)=[CH:15][CH:14]=[C:13]([C:18]([OH:20])=[O:19])[CH:12]=2 |f:1.2|. Procedure details: A mixture of methyl 2-(2,6-dichlorophenyl)-1H-indole-6-carboxylate (160 mg, 500 μmol) and 1N NaOH (1.5 mL) in ethanol (25 mL) was heated at 80° C. for 18 h. The solution was cooled to ambient temperature, diluted with ethyl acetate, acidified with conc. HCl, and the layers separated. The aqueous phase was re-extracted with ethyl acetate, and the combined organic layers were dried, filtered, and the solvent was removed under reduced pressure to afford 2-(2,6-dichlorophenyl)-1H-indole-6-carboxylic... The reactants are CC(C)C[Al+]CC(C)C, [H-], C1CCOC1, O, COC(=O)c1cccc2nscc12. Product: OCc1cccc2nscc12. Reaction SMILES: [CH2:15]([Al+:16][CH2:17][CH:18]([CH3:19])[CH3:20])[CH:21]([CH3:22])[CH3:23].[H-:14].[O:25]1[CH2:26][CH2:27][CH2:28][CH2:29]1.[OH2:24].[n:1]1[s:2][cH:3][c:4]2[c:5]1[cH:6][cH:7][cH:8][c:9]2[C:10](=[O:11])[O:12][CH3:13]>>[n:1]1[s:2][cH:3][c:4]2[c:5]1[cH:6][cH:7][cH:8][c:9]2[CH2:10][OH:11]. The reactants are O(C1=CC=CC=C1)P(=O)(OC1=CC=CC=C1)CS(=O)(=O)OC1=CC=CC=C1 (phenyl di-phenoxyphosphorylmethanesulfonate), C(C)(C)(C)OC(=O)N1CCC(CC1)CN (1-(tert-butoxycarbonyl)piperidine-4-ylmethylamine). Solvent: C1(=CC=CC=C1)C (toluene). The product is O(C1=CC=CC=C1)P(=O)(OC1=CC=CC=C1)CS(=O)(=O)NCC1CCN(CC1)C(=O)OC(C)(C)C (tert-butyl 4-(diphenoxyphosphorylmethanesulfonylaminomethyl)piperidine-1-carboxylate). RXN SMILES: [O:1]([P:8]([CH2:17][S:18](OC1C=CC=CC=1)(=[O:20])=[O:19])([O:10][C:11]1[CH:16]=[CH:15][CH:14]=[CH:13][CH:12]=1)=[O:9])[C:2]1[CH:7]=[CH:6][CH:5]=[CH:4][CH:3]=1.[C:28]([O:32][C:33]([N:35]1[CH2:40][CH2:39][CH:38]([CH2:41][NH2:42])[CH2:37][CH2:36]1)=[O:34])([CH3:31])([CH3:30])[CH3:29]>C1(C)C=CC=CC=1>[O:10]([P:8]([CH2:17][S:18]([NH:42][CH2:41][CH:38]1[CH2:39][CH2:40][N:35]([C:33]([O:32][C:28]([CH3:31])([CH3:30])[CH3:29])=[O:34])[CH2:36][CH2:37]1)(=[O:20])=[O:19])([O:1][C:2]1[CH:7]=[CH:6][CH:5]=[CH:4][CH:3]=1)=[O:9])[C:11]1[CH:12]=[CH:13][CH:14]=[CH:15][CH:16]=1. Procedure details: A solution of 2.405 g (5.947 mM) of phenyl di-phenoxyphosphorylmethanesulfonate and 1.66 g (7.73 mM) of 1-(tert-butoxycarbonyl)piperidine-4-ylmethylamine in 50 ml of toluene was refluxed overnight. The solvent was then distilled off under reduced pressure and the residue was purified by silica gel column chromatography (hexane-ethyl acetate:2/1 to 1/1) to provide the title compound.